This data is from the Open Reaction Database (ORD), a public repository of structured organic reaction records. The task is: describe an organic reaction: reactants, conditions, products, and yield The reactants are CO, O=Cc1ccccc1, Nc1cccc2c1COC2=O. Product: O=C1OCc2c(N=Cc3ccccc3)cccc21. As a reaction SMILES: [CH3:20][OH:21].[CH:12](=[O:13])[c:14]1[cH:15][cH:16][cH:17][cH:18][cH:19]1.[NH2:1][c:2]1[c:3]2[c:7]([cH:8][cH:9][cH:10]1)[C:6](=[O:11])[O:5][CH2:4]2>>[N:1]([c:2]1[c:3]2[c:7]([cH:8][cH:9][cH:10]1)[C:6](=[O:11])[O:5][CH2:4]2)=[CH:12][c:14]1[cH:15][cH:16][cH:17][cH:18][cH:19]1. The reactants are BrC=1C=CC(=C(C(=O)OC)C1)NS(=O)(=O)C1=CC=CC=C1 (methyl 5-bromo-2-[(phenylsulfonyl)amino]benzoate), CO (CH3OH), [Br-].C(C(C)C)[Zn+] (isobutylzinc bromide), [OH-].[Na+] (NaOH). The reagents and catalysts are C1=CC=C(C=C1)P([C-]2C=CC=C2)C3=CC=CC=C3.C1=CC=C(C=C1)P([C-]2C=CC=C2)C3=CC=CC=C3.Cl[Pd]Cl.[Fe+2] (Pd(dppf)Cl2), [Cu]I (CuI). The solvent is C1CCOC1 (THF). Conditions: temperature 160 celsius. The product is C(C(C)C)C=1C=CC(=C(C(=O)O)C1)NS(=O)(=O)C1=CC=CC=C1 (5-isobutyl-2-[(phenylsulfonyl)amino]benzoic acid). As a reaction SMILES: Br[C:2]1[CH:3]=[CH:4][C:5]([NH:12][S:13]([C:16]2[CH:21]=[CH:20][CH:19]=[CH:18][CH:17]=2)(=[O:15])=[O:14])=[C:6]([CH:11]=1)[C:7]([O:9]C)=[O:8].[Br-].[CH2:23]([Zn+])[CH:24]([CH3:26])[CH3:25].[OH-].[Na+].CO>C1C=CC(P(C2C=CC=CC=2)[C-]2C=CC=C2)=CC=1.C1C=CC(P(C2C=CC=CC=2)[C-]2C=CC=C2)=CC=1.Cl[Pd]Cl.[Fe+2].[Cu]I.C1COCC1>[CH2:23]([C:2]1[CH:3]=[CH:4][C:5]([NH:12][S:13]([C:16]2[CH:21]=[CH:20][CH:19]=[CH:18][CH:17]=2)(=[O:15])=[O:14])=[C:6]([CH:11]=1)[C:7]([OH:9])=[O:8])[CH:24]([CH3:26])[CH3:25] |f:1.2,3.4,6.7.8.9|. Procedure: A mixture of Example 4A (0.09 g, 0.24 mmol), Pd(dppf)Cl2 (5 mol %), and CuI (6 mol %) was sealed using a crimper and treated with a solution of isobutylzinc bromide (0.5M in THF, 0.96 mL, 0.48 mmol). The reaction was heated in a single-mode microwave cavity in the Smith synthesizer at 160° C. for 600 seconds and filtered through a 1 micron PTFE syringe filter. The filtrate was concentrated, dissolved in 1:1 CH3OH:DMSO (1.5 mL), and purified using a C18 reverse-phase HPLC with acetonitrile/water/... Yield: 60.5%. Yields the product COC=1C=C(C=CC1OC)C=1NC(=C(N1)C)C=1C=NC=CC1 (2-(3,4-dimethoxyphenyl)-4-methyl-5-(3-pyridyl)imidazole). Solvent: C(Cl)Cl (methylene chloride). The reactants are P(Cl)(Cl)Cl (phosphorus trichloride), ON1C(=NC(=C1C=1C=NC=CC1)C)C1=CC(=C(C=C1)OC)OC (1-hydroxy-2-(3,4-dimethoxyphenyl)-4-methyl-5-(3-pyridyl)imidazole), C([O-])([O-])=O.[Na+].[Na+] (sodium carbonate). Procedure: To a suspension of 1-hydroxy-2-(3,4-dimethoxyphenyl)-4-methyl-5-(3-pyridyl)imidazole (0.68 g) in methylene chloride (9 ml) was added phosphorus trichloride (0.76 ml) at ambient temperature. The mixture was refluxed for 1 hour, and cooled. The mixture was adjusted to pH 7.8 with aqueous sodium carbonate. The organic layer was separated, washed with brine, dried over magnesium sulfate, and evaporated. The residue was triturated with diisopropyl ether to give 2-(3,4-dimethoxyphenyl)-4-methyl-5-(3-p... RXN SMILES: O[N:2]1[C:6]([C:7]2[CH:8]=[N:9][CH:10]=[CH:11][CH:12]=2)=[C:5]([CH3:13])[N:4]=[C:3]1[C:14]1[CH:19]=[CH:18][C:17]([O:20][CH3:21])=[C:16]([O:22][CH3:23])[CH:15]=1.P(Cl)(Cl)Cl.C(=O)([O-])[O-].[Na+].[Na+]>C(Cl)Cl>[CH3:23][O:22][C:16]1[CH:15]=[C:14]([C:3]2[NH:2][C:6]([C:7]3[CH:8]=[N:9][CH:10]=[CH:11][CH:12]=3)=[C:5]([CH3:13])[N:4]=2)[CH:19]=[CH:18][C:17]=1[O:20][CH3:21] |f:2.3.4|. Starting materials: C1CCOC1, CC(C)(C)[O-], CI, [K+], CCCC1NS(=O)(=O)N(Cc2ccccc2)C1=O. Yields the product CCCC1C(=O)N(Cc2ccccc2)S(=O)(=O)N1C. RXN SMILES: [CH2:27]1[O:28][CH2:29][CH2:30][CH2:31]1.[CH3:1][C:2]([CH3:3])([O-:4])[CH3:5].[CH3:25][I:26].[K+:6].[c:7]1([CH2:13][N:14]2[S:15](=[O:23])(=[O:24])[NH:16][CH:17]([CH2:20][CH2:21][CH3:22])[C:18]2=[O:19])[cH:8][cH:9][cH:10][cH:11][cH:12]1>>[CH3:1][N:16]1[S:15](=[O:23])(=[O:24])[N:14]([CH2:13][c:7]2[cH:8][cH:9][cH:10][cH:11][cH:12]2)[C:18](=[O:19])[CH:17]1[CH2:20][CH2:21][CH3:22]. Starting materials: C[C@H]1NCCC1 ((2R)-2-methylpyrrolidine), FC1CN(CCC1OC1=CC(=CC(=C1)C=O)F)CC(CC#N)N1N=CC(=C1)C=1C2=C(N=CN1)N(C=C2)COCC[Si](C)(C)C (4-[3-fluoro-4-(3-fluoro-5-formylphenoxy)piperidin-1-yl]-3-[4-(7-{[2-(trimethylsilyl)ethoxy]methyl}- 7H-pyrrolo[2,3-d]pyrimidin-4-yl)-1H-pyrazol-1-yl]butanenitrile), C(C)(=O)O[BH-](OC(C)=O)OC(C)=O.[Na+] (sodium triacetoxyborohydride). Run in C(Cl)Cl (DCM). Conditions: time 8 hour. Product: FC1CN(CCC1OC1=CC(=CC(=C1)CN1[C@@H](CCC1)C)F)CC(CC#N)N1N=CC(=C1)C=1C2=C(N=CN1)NC=C2 (4-[3-Fluoro-4-(3-fluoro-5-{[(2R)-2-methylpyrrolidin-1-yl]methyl}phenoxy)piperidin-1-yl]-3-[4-(7H-pyrrolo[2,3-d]pyrimidin-4-yl)-1H-pyrazol-1-yl]butanenitrile). Isolated yield 27.9%. As a reaction SMILES: [CH3:1][C@@H:2]1[CH2:6][CH2:5][CH2:4][NH:3]1.[F:7][CH:8]1[CH:13]([O:14][C:15]2[CH:20]=[C:19]([CH:21]=O)[CH:18]=[C:17]([F:23])[CH:16]=2)[CH2:12][CH2:11][N:10]([CH2:24][CH:25]([N:29]2[CH:33]=[C:32]([C:34]3[C:35]4[CH:42]=[CH:41][N:40](COCC[Si](C)(C)C)[C:36]=4[N:37]=[CH:38][N:39]=3)[CH:31]=[N:30]2)[CH2:26][C:27]#[N:28])[CH2:9]1.C(O[BH-](OC(=O)C)OC(=O)C)(=O)C.[Na+]>C(Cl)Cl>[F:7][CH:8]1[CH:13]([O:14][C:15]2[CH:20]=[C:19]([CH2:21][N:3]3[CH2:4][CH2:5][CH2:6][C@H:2]3[CH3:1])[CH:18]=[C:17]([F:23])[CH:16]=2)[CH2:12][CH2:11][N:10]([CH2:24][CH:25]([N:29]2[CH:33]=[C:32]([C:34]3[C:35]4[CH:42]=[CH:41][NH:40][C:36]=4[N:37]=[CH:38][N:39]=3)[CH:31]=[N:30]2)[CH2:26][C:27]#[N:28])[CH2:9]1 |f:2.3|. Reported procedure: To a mixture of (2R)-2-methylpyrrolidine (2.3 μL, 0.023 mmol) and 4-[3-fluoro-4-(3-fluoro-5-formylphenoxy)piperidin-1-yl]-3-[4-(7-{[2-(trimethylsilyl)ethoxy]methyl}- 7H-pyrrolo[2,3-d]pyrimidin-4-yl)-1H-pyrazol-1-yl]butanenitrile (13.5 mg, 0.0217 mmol) (diastereomer 2) in DCM (0.10 mL) was added resin of sodium triacetoxyborohydride (13 mg, 0.032 mmol). The resulting mixture was stirred overnight. The reaction solution was filtered, washed with additional DCM, and concentrated. The residue was pu... Reactants: O=C([O-])[O-], CC(C)(C)OC(=O)N1CCC(OS(C)(=O)=O)CC1, CC#N, Sc1ccccc1Cl, [K+], [K+]. Product: CC(C)(C)OC(=O)N1CCC(Sc2ccccc2Cl)CC1. RXN SMILES: [C:27](=[O:28])([O-:29])[O-:30].[CH3:1][S:2]([O:3][CH:6]1[CH2:7][CH2:8][N:9]([C:12](=[O:13])[O:14][C:15]([CH3:16])([CH3:17])[CH3:18])[CH2:10][CH2:11]1)(=[O:4])=[O:5].[CH3:33][C:34]#[N:35].[Cl:19][c:20]1[c:21]([SH:26])[cH:22][cH:23][cH:24][cH:25]1.[K+:31].[K+:32]>>[CH:6]1([S:26][c:21]2[c:20]([Cl:19])[cH:25][cH:24][cH:23][cH:22]2)[CH2:7][CH2:8][N:9]([C:12](=[O:13])[O:14][C:15]([CH3:16])([CH3:17])[CH3:18])[CH2:10][CH2:11]1. Reactants: CCO, C1CNCCNCCNCCN1, [H][H], O, c1ccccc1. Product: O=CN1CCNCCNCCNCC1. As a reaction SMILES: [CH2:22]([CH3:23])[OH:24].[CH2:3]1[CH2:4][NH:5][CH2:6][CH2:7][NH:8][CH2:9][CH2:10][NH:11][CH2:12][CH2:13][NH:14]1.[H:1][H:2].[OH2:21].[cH:15]1[cH:16][cH:17][cH:18][cH:19][cH:20]1>>[CH2:3]1[CH2:4][NH:5][CH2:6][CH2:7][NH:8][CH2:9][CH2:10][NH:11][CH2:12][CH2:13][N:14]1[CH:22]=[O:24]. The reactants are Cc1cc(Nc2cc(Br)cn(C)c2=O)nn1CCO[Si](C)(C)C(C)(C)C, CC(=O)OCc1c(B2OC(C)(C)C(C)(C)O2)cccc1N1CCn2c(cc3c2CCCC3)C1=O, CC#N, [K+], [K+], [K+], O, O=P([O-])([O-])[O-]. Product: CC(=O)OCc1c(-c2cc(Nc3cc(C)n(CCO[Si](C)(C)C(C)(C)C)n3)c(=O)n(C)c2)cccc1N1CCn2c(cc3c2CCCC3)C1=O. Reaction SMILES: [Br:1][c:2]1[cH:3][c:4]([NH:10][c:11]2[n:12][n:13]([CH2:17][CH2:18][O:19][Si:20]([CH3:21])([CH3:22])[C:23]([CH3:24])([CH3:25])[CH3:26])[c:14]([CH3:16])[cH:15]2)[c:5](=[O:9])[n:6]([CH3:8])[cH:7]1.[C:27]([CH3:28])(=[O:29])[O:30][CH2:31][c:32]1[c:33]([N:47]2[C:48](=[O:60])[c:49]3[n:50]([c:51]4[c:56]([cH:57]3)[CH2:55][CH2:54][CH2:53][CH2:52]4)[CH2:58][CH2:59]2)[cH:34][cH:35][cH:36][c:37]1[B:38]1[O:39][C:40]([CH3:41])([CH3:42])[C:43]([CH3:44])([CH3:45])[O:46]1.[CH3:70][C:71]#[N:72].[K+:66].[K+:67].[K+:68].[OH2:69].[P:61]([O-:62])([O-:63])([O-:64])=[O:65]>>[c:2]1(-[c:37]2[c:32]([CH2:31][O:30][C:27]([CH3:28])=[O:29])[c:33]([N:47]3[C:48](=[O:60])[c:49]4[n:50]([c:51]5[c:56]([cH:57]4)[CH2:55][CH2:54][CH2:53][CH2:52]5)[CH2:58][CH2:59]3)[cH:34][cH:35][cH:36]2)[cH:3][c:4]([NH:10][c:11]2[n:12][n:13]([CH2:17][CH2:18][O:19][Si:20]([CH3:21])([CH3:22])[C:23]([CH3:24])([CH3:25])[CH3:26])[c:14]([CH3:16])[cH:15]2)[c:5](=[O:9])[n:6]([CH3:8])[cH:7]1. The reactants are FC(C1=NC(=NC=C1)N1C[C@@H]2CCNC[C@H]12)(F)F ((1R,6S)-8-(4-(trifluoromethyl)pyrimidin-2-yl)-3,8-diazabicyclo[4.2.0]octane), FC1=C(C(=O)O)C(=CC=C1)N1N=CC=N1 (2-fluoro-6-[1,2,3]triazol-2-yl-benzoic acid), S1C(=CC=C1)C1=C(C(=O)O)C=CC=C1 (2-thiophen-2-yl-benzoic acid), CC1=NC(=NC(=C1)C)N1C[C@@H]2CCNC[C@H]12 ((1R,6S)8-(4,6-dimethyl-pyrimidin-2-yl)-3,8-diaza-bicyclo[4.2.0]octane), FC1=C(C(=O)O)C(=CC=C1)N1N=CC=N1 (2-fluoro-6-[1,2,3]triazol-2-yl-benzoic acid). The product is FC1=C(C(=CC=C1)N1N=CC=N1)C(=O)N1C[C@@H]2N(C[C@@H]2CC1)C1=NC=CC(=N1)C(F)(F)F ((1R,6S)-3-{[2-Fluoro-6-(2H-1,2,3-triazol-2-yl)phenyl]carbonyl}-8-[4-(trifluoromethyl)pyrimidin-2-yl]-3,8-diazabicyclo[4.2.0]octane). Reaction SMILES: [F:1][C:2]([F:18])([F:17])[C:3]1[CH:8]=[CH:7][N:6]=[C:5]([N:9]2[C@@H:16]3[C@@H:11]([CH2:12][CH2:13][NH:14][CH2:15]3)[CH2:10]2)[N:4]=1.CC1C=C(C)N=C(N2[C@@H]3[C@@H](CCNC3)C2)N=1.[F:35][C:36]1[CH:44]=[CH:43][CH:42]=[C:41]([N:45]2[N:49]=[CH:48][CH:47]=[N:46]2)[C:37]=1[C:38](O)=[O:39].S1C=CC=C1C1C=CC=CC=1C(O)=O>>[F:35][C:36]1[CH:44]=[CH:43][CH:42]=[C:41]([N:45]2[N:49]=[CH:48][CH:47]=[N:46]2)[C:37]=1[C:38]([N:14]1[CH2:13][CH2:12][C@@H:11]2[C@@H:16]([N:9]([C:5]3[N:4]=[C:3]([C:2]([F:1])([F:17])[F:18])[CH:8]=[CH:7][N:6]=3)[CH2:10]2)[CH2:15]1)=[O:39]. Reported procedure: The title compound was prepared in a manner analogous to Example 1, substituting (1R,6S)-8-(4-(trifluoromethyl)pyrimidin-2-yl)-3,8-diazabicyclo[4.2.0]octane (Intermediate 27) for (1R,6S)8-(4,6-dimethyl-pyrimidin-2-yl)-3,8-diaza-bicyclo[4.2.0]octane and 2-fluoro-6-[1,2,3]triazol-2-yl-benzoic acid (Intermediate 15) for 2-thiophen-2-yl-benzoic acid. MS (ESI) mass calcd. For C20H17F4N7O, 447.40; m/z found 448.0 [M+H]+.